From a dataset of the Open Reaction Database (ORD), a public repository of structured organic reaction records. describe an organic reaction: reactants, conditions, products, and yield Yields the product CC(O)(c1ccc(Cl)cc1)C1CC1(F)F. RXN SMILES: [Br-:1].[CH3:20][CH2:21][O:22][CH2:23][CH3:24].[CH3:2][Mg+:3].[Cl-:18].[Cl:4][c:5]1[cH:6][cH:7][c:8]([C:11](=[O:12])[CH:13]2[C:14]([F:16])([F:17])[CH2:15]2)[cH:9][cH:10]1.[NH4+:19]>>[CH3:2][C:11]([c:8]1[cH:7][cH:6][c:5]([Cl:4])[cH:10][cH:9]1)([OH:12])[CH:13]1[C:14]([F:16])([F:17])[CH2:15]1. Starting materials: [Br-], CCOCC, C[Mg+], [Cl-], O=C(c1ccc(Cl)cc1)C1CC1(F)F, [NH4+].